From a dataset of the Open Reaction Database (ORD), a public repository of structured organic reaction records. describe an organic reaction: reactants, conditions, products, and yield The reactants are O=C1CCC(=O)N1Br, CC#N, OCCc1ccc2ccccc2c1. Product: OCCc1ccc2ccccc2c1Br. RXN SMILES: [Br:14][N:15]1[C:16](=[O:17])[CH2:18][CH2:19][C:20]1=[O:21].[CH3:22][C:23]#[N:24].[OH:1][CH2:2][CH2:3][c:4]1[cH:5][c:6]2[cH:7][cH:8][cH:9][cH:10][c:11]2[cH:12][cH:13]1>>[OH:1][CH2:2][CH2:3][c:4]1[c:5]([Br:14])[c:6]2[cH:7][cH:8][cH:9][cH:10][c:11]2[cH:12][cH:13]1. Starting materials: [Li]CCCC, C[Si]1(C)CNS(=O)(=O)c2ccccc21, C[Si]1(C)CN(CCCCl)C(=O)c2ccccc21, ClCCCBr, C1CCOC1. The product is C[Si]1(C)CN(CCCCl)S(=O)(=O)c2ccccc21. Reaction SMILES: [CH2:32]([Li:33])[CH2:34][CH2:35][CH3:36].[CH3:18][Si:19]1([CH3:20])[c:21]2[cH:23][cH:24][cH:25][cH:26][c:27]2[S:22](=[O:29])(=[O:30])[NH:28][CH2:31]1.[Cl:1][CH2:2][CH2:3][CH2:4][N:5]1[CH2:6][Si:7]([CH3:16])([CH3:17])[c:8]2[c:9]([cH:12][cH:13][cH:14][cH:15]2)[C:10]1=[O:11].[Cl:37][CH2:38][CH2:39][CH2:40][Br:41].[O:42]1[CH2:43][CH2:44][CH2:45][CH2:46]1>>[Cl:1][CH2:2][CH2:3][CH2:4][N:5]1[CH2:6][Si:7]([CH3:16])([CH3:17])[c:8]2[c:9]([cH:12][cH:13][cH:14][cH:15]2)[S:22]1(=[O:29])=[O:30].